From a dataset of the Open Reaction Database (ORD), a public repository of structured organic reaction records. describe an organic reaction: reactants, conditions, products, and yield The reactants are CCCn1c(-c2ccnc(Nc3ccccc3)n2)cnc1C=CC(C)(C)C, CCO, [H][H]. Product: CCCn1c(-c2ccnc(Nc3ccccc3)n2)cnc1CCC(C)(C)C. As a reaction SMILES: [CH3:1][C:2]([CH:3]=[CH:4][c:5]1[n:6]([CH2:23][CH2:24][CH3:25])[c:7](-[c:10]2[n:11][c:12]([NH:16][c:17]3[cH:18][cH:19][cH:20][cH:21][cH:22]3)[n:13][cH:14][cH:15]2)[cH:8][n:9]1)([CH3:26])[CH3:27].[CH3:30][CH2:31][OH:32].[H:28][H:29]>>[CH3:1][C:2]([CH2:3][CH2:4][c:5]1[n:6]([CH2:23][CH2:24][CH3:25])[c:7](-[c:10]2[n:11][c:12]([NH:16][c:17]3[cH:18][cH:19][cH:20][cH:21][cH:22]3)[n:13][cH:14][cH:15]2)[cH:8][n:9]1)([CH3:26])[CH3:27]. The reactants are [Al+3], CCOCC, [H-], [H-], [H-], [H-], [Li+], [Na+], O=C(O)CCOc1ccccc1, [OH-], O. Yields the product OCCCOc1ccccc1. RXN SMILES: [Al+3:2].[CH2:22]([O:23][CH2:24][CH3:25])[CH3:26].[H-:1].[H-:4].[H-:5].[H-:6].[Li+:3].[Na+:21].[O:7]([c:8]1[cH:9][cH:10][cH:11][cH:12][cH:13]1)[CH2:14][CH2:15][C:16](=[O:17])[OH:18].[OH-:20].[OH2:19]>>[O:7]([c:8]1[cH:9][cH:10][cH:11][cH:12][cH:13]1)[CH2:14][CH2:15][CH2:16][OH:17]. Starting materials: resultant mixture, C=O (formaldehyde), FC1=C(C(=O)OC2=C(C(=C(C(=C2F)F)F)F)F)C=CC(=C1)NC1CCC2=C1C=C1C(N(C(=NC1=C2)C)COC(C(C)(C)C)=O)=O (pentafluorophenyl o-fluoro-p-[N-((6RS)-2-methyl-4-oxo-3-pivaloyloxymethyl-3,4,7,8-tetrahydro-6H-cyclopenta[g]quinazolin-6-yl)amino]benzoate), O (water), C(#N)[BH3-].[Na+] (Sodium cyanoborohydride). The solvent is C(C)(=O)O (acetic acid). Reaction conditions: time 1 hour. Yields the product FC1=C(C(=O)OC2=C(C(=C(C(=C2F)F)F)F)F)C=CC(=C1)N(C1CCC2=C1C=C1C(N(C(=NC1=C2)C)COC(C(C)(C)C)=O)=O)C (Pentafluorophenyl o-fluoro-p-[N-methyl-N-((6RS)-2-methyl-4-oxo-3-pivaloyloxymethyl-3,4,7,8-tetrahydro-6H-cyclopenta[g]quinazolin-6-yl)amino]benzoate). As a reaction SMILES: C=O.[F:3][C:4]1[CH:23]=[C:22]([NH:24][CH:25]2[C:29]3[CH:30]=[C:31]4[C:36](=[CH:37][C:28]=3[CH2:27][CH2:26]2)[N:35]=[C:34]([CH3:38])[N:33]([CH2:39][O:40][C:41](=[O:46])[C:42]([CH3:45])([CH3:44])[CH3:43])[C:32]4=[O:47])[CH:21]=[CH:20][C:5]=1[C:6]([O:8][C:9]1[C:14]([F:15])=[C:13]([F:16])[C:12]([F:17])=[C:11]([F:18])[C:10]=1[F:19])=[O:7].[C:48]([BH3-])#N.[Na+].O>C(O)(=O)C>[F:3][C:4]1[CH:23]=[C:22]([N:24]([CH3:48])[CH:25]2[C:29]3[CH:30]=[C:31]4[C:36](=[CH:37][C:28]=3[CH2:27][CH2:26]2)[N:35]=[C:34]([CH3:38])[N:33]([CH2:39][O:40][C:41](=[O:46])[C:42]([CH3:43])([CH3:45])[CH3:44])[C:32]4=[O:47])[CH:21]=[CH:20][C:5]=1[C:6]([O:8][C:9]1[C:10]([F:19])=[C:11]([F:18])[C:12]([F:17])=[C:13]([F:16])[C:14]=1[F:15])=[O:7] |f:2.3|. Procedure: An aqueous solution of formaldehyde (37% weight/volume, 17.55 ml) was added dropwise during 15 minutes to a stirred solution of pentafluorophenyl o-fluoro-p-[N-((6RS)-2-methyl-4-oxo-3-pivaloyloxymethyl-3,4,7,8-tetrahydro-6H-cyclopenta[g]quinazolin-6-yl)amino]benzoate (13 g), prepared as described in Example 1, in glacial acetic acid (100 ml). The mixture was stirred at ambient temperature for 1 hour. Sodium cyanoborohydride (1.36 g) was added portionwise during 30 minutes and the resultant mixtu... Starting materials: CO, ClC(Cl)Cl, Cc1ccc(S(=O)(=O)OCC2(C)COC3(CCCCC3)O2)cc1, Cc1ccc(S(=O)(=O)O)cc1. The product is Cc1ccc(S(=O)(=O)OCC(C)(O)CO)cc1. As a reaction SMILES: [CH3:24][OH:25].[Cl:37][CH:38]([Cl:39])[Cl:40].[O:1]([S:2](=[O:3])(=[O:4])[c:5]1[cH:6][cH:7][c:8]([CH3:9])[cH:10][cH:11]1)[CH2:12][C:13]1([CH3:23])[O:14][C:15]2([O:16][CH2:17]1)[CH2:18][CH2:19][CH2:20][CH2:21][CH2:22]2.[c:26]1([CH3:27])[cH:28][cH:29][c:30]([S:31]([OH:32])(=[O:33])=[O:34])[cH:35][cH:36]1>>[O:1]([S:2](=[O:3])(=[O:4])[c:5]1[cH:6][cH:7][c:8]([CH3:9])[cH:10][cH:11]1)[CH2:12][C:13]([OH:14])([CH2:17][OH:16])[CH3:23]. Starting materials: CCCCN1C(=O)C(CC)N(C(=O)c2ccc(OC)cc2)c2cc(F)ccc21, CCC1C(=O)N(C)c2cc(F)ccc2N1C(=O)c1ccc(O)cc1. Yields the product CCCCN1C(=O)C(CC)N(C(=O)c2ccc(O)cc2)c2cc(F)ccc21. As a reaction SMILES: [CH2:1]([CH2:2][CH2:3][CH3:4])[N:5]1[C:6](=[O:28])[CH:7]([CH2:26][CH3:27])[N:8]([C:16]([c:17]2[cH:18][cH:19][c:20]([O:23][CH3:24])[cH:21][cH:22]2)=[O:25])[c:9]2[cH:10][c:11]([F:15])[cH:12][cH:13][c:14]21.[CH2:29]([CH:30]1[N:31]([C:32](=[O:33])[c:34]2[cH:35][cH:36][c:37]([OH:38])[cH:39][cH:40]2)[c:41]2[c:42]([cH:43][c:44]([F:45])[cH:46][cH:47]2)[N:48]([CH3:49])[C:50]1=[O:51])[CH3:52]>>[CH2:1]([CH2:2][CH2:3][CH3:4])[N:5]1[C:6](=[O:28])[CH:7]([CH2:26][CH3:27])[N:8]([C:16]([c:17]2[cH:18][cH:19][c:20]([OH:23])[cH:21][cH:22]2)=[O:25])[c:9]2[cH:10][c:11]([F:15])[cH:12][cH:13][c:14]21. The reactants are NCC(=O)OC.Cl (GlyOMe·HCl), C(=O)(OC(C)(C)C)N1[C@H](C(=O)O)CCC1 (Boc-Proline), C=1C=CC2=C(C1)N=NN2O (HOBt). Product: CC(C)(C)OC(=O)N1CCC[C@H]1C(=O)O.NCC(=O)OC (BOc-Pro GlyOMe). Reaction SMILES: [NH2:1][CH2:2][C:3]([O:5][CH3:6])=[O:4].Cl.[C:8]([N:15]1[CH2:22][CH2:21][CH2:20][C@H:16]1[C:17]([OH:19])=[O:18])([O:10][C:11]([CH3:14])([CH3:13])[CH3:12])=[O:9].C1C=CC2N(O)N=NC=2C=1>>[CH3:14][C:11]([O:10][C:8]([N:15]1[C@H:16]([C:17]([OH:19])=[O:18])[CH2:20][CH2:21][CH2:22]1)=[O:9])([CH3:12])[CH3:13].[NH2:1][CH2:2][C:3]([O:5][CH3:6])=[O:4] |f:0.1,4.5|. Procedure: Using GlyOMe·HCl (30.2 g), Boc-Proline (4.3 g), HOBt (28.37 g) and WSCD (38.43 ml), the process was carried out similarly as in Example 16, whereby slightly yellowish oily product was obtained (BOc-Pro-GlyOMe). The product (10.31 g) in dioxane (5ml) was added to 4.32 N-HCl in dioxane (30 ml) in an ice bath, then stirred for 30 min. at room temperature. The solution was evaporated and dried in vacuo, thereafter dissolved in DMF (30 ml) and neutralized by addition of NMM (0.5 ml). Boc-Proline (6.4...